From a dataset of the Open Reaction Database (ORD), a public repository of structured organic reaction records. describe an organic reaction: reactants, conditions, products, and yield Reactants: Fc1cc2c(-c3ccncc3)noc2cc1Br, O=C([O-])O, Cc1c(F)cc(C(=O)NC2CC2)cc1B(O)O, CC(C)O, [Na+], c1ccc(P(c2ccccc2)(c2ccccc2)[Pd](P(c2ccccc2)(c2ccccc2)c2ccccc2)(P(c2ccccc2)(c2ccccc2)c2ccccc2)P(c2ccccc2)(c2ccccc2)c2ccccc2)cc1. Product: Cc1c(F)cc(C(=O)NC2CC2)cc1-c1cc2onc(-c3ccncc3)c2cc1F. Reaction SMILES: [Br:1][c:2]1[cH:3][c:4]2[c:5]([c:6](-[c:9]3[cH:10][cH:11][n:12][cH:13][cH:14]3)[n:7][o:8]2)[cH:15][c:16]1[F:17].[C:35](=[O:36])([O-:37])[OH:38].[CH:18]1([NH:21][C:22](=[O:23])[c:24]2[cH:25][c:26]([F:34])[c:27]([CH3:33])[c:28]([B:30]([OH:31])[OH:32])[cH:29]2)[CH2:19][CH2:20]1.[CH:40]([OH:41])([CH3:42])[CH3:43].[Na+:39].[cH:44]1[cH:45][cH:46][c:47]([P:48]([Pd:49]([P:50]([c:51]2[cH:52][cH:53][cH:54][cH:55][cH:56]2)([c:57]2[cH:58][cH:59][cH:60][cH:61][cH:62]2)[c:63]2[cH:64][cH:65][cH:66][cH:67][cH:68]2)([P:69]([c:70]2[cH:71][cH:72][cH:73][cH:74][cH:75]2)([c:76]2[cH:77][cH:78][cH:79][cH:80][cH:81]2)[c:82]2[cH:83][cH:84][cH:85][cH:86][cH:87]2)[P:88]([c:89]2[cH:90][cH:91][cH:92][cH:93][cH:94]2)([c:95]2[cH:96][cH:97][cH:98][cH:99][cH:100]2)[c:101]2[cH:102][cH:103][cH:104][cH:105][cH:106]2)([c:107]2[cH:108][cH:109][cH:110][cH:111][cH:112]2)[c:113]2[cH:114][cH:115][cH:116][cH:117][cH:118]2)[cH:119][cH:120]1>>[c:2]1(-[c:28]2[c:27]([CH3:33])[c:26]([F:34])[cH:25][c:24]([C:22]([NH:21][CH:18]3[CH2:19][CH2:20]3)=[O:23])[cH:29]2)[cH:3][c:4]2[c:5]([c:6](-[c:9]3[cH:10][cH:11][n:12][cH:13][cH:14]3)[n:7][o:8]2)[cH:15][c:16]1[F:17]. Starting materials: CC(Cl)c1cccnc1, CNCC1CCCN(C)C1. Reagents/catalysts: O=C([O-])[O-].[Cs+].[Cs+] (cesium carbonate), [I-].[K+] (potassium iodide). Run in CN(C)C=O (DMF), CN(C)C=O (dmf), CN(C)C=O (DMF). Run at temperature 70 celsius, time 16 hour. Yields the product CC(c1cccnc1)N(C)CC1CCCN(C)C1. Starting materials: C(C1=CC=CC=C1)N1C(=NC=C1)C1=CC=NC=C1 (4-(1-benzyl-1H-imidazol-2-yl)pyridine), B(C1=CC(=CC=C1)F)(O)O (FPBA), C(#N)C1=CC=NC=C1 (4-cyanopyridine), C(C1=CC=CC=C1)N1C(=NC=C1)C1=CC=CC=C1 (1-benzyl-2-phenyl-1H-imidazole). The solvent is ClCCl.CO (dichloromethane methanol). Yields the product C1(=CC=CC=C1)C1=NC=C(C=N1)C1=CN=C(N1)C1=CC=NC=C1 (2-phenyl-5-(2-(pyridin-4-yl)-1H-imidazol-5-yl)pyrimidine). RXN SMILES: C([N:8]1[CH:12]=[CH:11][N:10]=[C:9]1[C:13]1[CH:18]=[CH:17][N:16]=[CH:15][CH:14]=1)C1C=CC=CC=1.C(C1C=CN=CC=1)#N.[CH2:27]([N:34]1[CH:38]=[CH:37][N:36]=[C:35]1[C:39]1[CH:44]=[CH:43][CH:42]=[CH:41][CH:40]=1)C1C=CC=CC=1.B(O)(O)C1C=CC=C(F)C=1>ClCCl.CO>[C:39]1([C:35]2[N:34]=[CH:27][C:38]([C:12]3[NH:8][C:9]([C:13]4[CH:14]=[CH:15][N:16]=[CH:17][CH:18]=4)=[N:10][CH:11]=3)=[CH:37][N:36]=2)[CH:44]=[CH:43][CH:42]=[CH:41][CH:40]=1 |f:4.5|. Procedure: The title compound was prepared by the method described in Example 1, except that 4-(1-benzyl-1H-imidazol-2-yl)pyridine (prepared according to Example 8, Step A, except that commercially available 4-cyanopyridine was used instead of 3-fluorobenzonitrile) was used in place of the 1-benzyl-2-phenyl-1H-imidazole in Step C; Rf 0.26 with 95:5 v/v dichloromethane-methanol; melting point 300° C.; 1H-NMR (400 MHz; DMSO-d6) δ 9.40 (s, 2H), 8.73 (d, 2H), 8.50-8.45 (m, 2H), 8.25 (bs, 1H), 8.00 (d, 2H), 7.6... The reactants are [OH-].[Na+] (NaOH), BrC=1C(=NC=CC1)C#N (3-Bromo-pyridin-2-nitrile), Cl (HCl), aqueous solution, [Na+].[Cl-] (NaCl). Run in C1CCOC1 (THF). Product: NCC1=NC=CC=C1Br (2-Aminomethyl-3-bromo pyridine). As a reaction SMILES: [Br:1][C:2]1[C:3]([C:8]#[N:9])=[N:4][CH:5]=[CH:6][CH:7]=1.Cl.[OH-].[Na+].[Na+].[Cl-]>C1COCC1>[NH2:9][CH2:8][C:3]1[C:2]([Br:1])=[CH:7][CH:6]=[CH:5][N:4]=1 |f:2.3,4.5|. Reported procedure: 3-Bromo-pyridin-2-nitrile (14.3 g, 78.0 mmol) was dissolved in 200 mL of dry THF. While stirring the solution, 100 mL of BH3-THF complex (1M) (5 eq) was added drop-wise. The mixture was then stirred overnight and 250 mL 4N HCl were added and the solution was refluxed for additionally 30 min. After that a 2M aqueous solution of NaOH (pH-value=8.0). The mixture was saturated by addition of NaCl. The organic layer was separated and the aqueous solution was again extracted three times by means of 10... Reactants: BrC1=CC=C(C=C1)[C@]1(C[C@@H](N2C=NC=C21)C2=C(C=C(C#N)C=C2)F)O (4-[(5R,7S)-7-(4-bromo-phenyl)-7-hydroxy-6,7-dihydro-5H-pyrrolo[1,2-c]imidazol-5-yl]-3-fluoro-benzonitrile), C(=O)([O-])[O-].[Na+].[Na+] (Na2CO3), COC1=CC=C(C=C1)B(O)O (4-methoxyphenylboronic acid). The reagents and catalysts are C1=CC=C(C=C1)P([C-]2C=CC=C2)C3=CC=CC=C3.C1=CC=C(C=C1)P([C-]2C=CC=C2)C3=CC=CC=C3.Cl[Pd]Cl.[Fe+2] (PdCl2(dppf)). Solvent: COCCOC.O (DME H2O). Run at temperature 120 celsius. Yields the product FC=1C=C(C#N)C=CC1[C@H]1C[C@@](C=2N1C=NC2)(C2=CC=C(C=C2)C2=CC=C(C=C2)OC)O (3-fluoro-4-[(5R,7S)-7-hydroxy-7-(4′-methoxy-biphenyl-4-yl)-6,7-dihydro-5H-pyrrolo[1,2-c]imidazol-5-yl]-benzonitrile). Yield: 48.5%. Reaction SMILES: Br[C:2]1[CH:7]=[CH:6][C:5]([C@:8]2([OH:25])[C:15]3[N:11]([CH:12]=[N:13][CH:14]=3)[C@@H:10]([C:16]3[CH:23]=[CH:22][C:19]([C:20]#[N:21])=[CH:18][C:17]=3[F:24])[CH2:9]2)=[CH:4][CH:3]=1.C([O-])([O-])=O.[Na+].[Na+].[CH3:32][O:33][C:34]1[CH:39]=[CH:38][C:37](B(O)O)=[CH:36][CH:35]=1>COCCOC.O.C1C=CC(P(C2C=CC=CC=2)[C-]2C=CC=C2)=CC=1.C1C=CC(P(C2C=CC=CC=2)[C-]2C=CC=C2)=CC=1.Cl[Pd]Cl.[Fe+2]>[F:24][C:17]1[CH:18]=[C:19]([CH:22]=[CH:23][C:16]=1[C@@H:10]1[N:11]2[CH:12]=[N:13][CH:14]=[C:15]2[C@@:8]([OH:25])([C:5]2[CH:6]=[CH:7][C:2]([C:37]3[CH:38]=[CH:39][C:34]([O:33][CH3:32])=[CH:35][CH:36]=3)=[CH:3][CH:4]=2)[CH2:9]1)[C:20]#[N:21] |f:1.2.3,5.6,7.8.9.10|. Procedure details: To a solution of 4-[(5R,7S)-7-(4-bromo-phenyl)-7-hydroxy-6,7-dihydro-5H-pyrrolo[1,2-c]imidazol-5-yl]-3-fluoro-benzonitrile (25 mg, 63 μmol) in DME:H2O (4:1, 1 ml) were added Na2CO3 (10 mg, 94 μmol) and 4-methoxyphenylboronic acid (10.5 mg, 69 μmol). To this stirred mixture, PdCl2(dppf).CH2Cl2 complex (1.03 mg, 1.26 μmol) was added. The reaction was carried out under sealed-vessel microwave heating at 120° C. for 10 minutes using a Biotage Initiator™ (pre-stirring: 10 s, absorption level: very hi... The reactants are ClCCCCC(=O)Cl (5-chlorovaleryl chloride), C(C)C1(C2CC3CC(CC1C3)C2)O (2-ethyl-2-adamantanol), ClCC(=O)Cl (chloroacetyl chloride), C(C)C1(CCCCC1)O (1-ethyl-1-cyclohexanol). Product: C(C(=C)C)(=O)OCCCCC(=O)OC1(CCCCC1)CC (4-(1-ethyl-1-cyclohexyloxycarbonyl)butyl methacrylate). RXN SMILES: C([C:3]1([OH:13])[CH:10]2[CH2:11]C3CC(CC1C3)[CH2:9]2)C.ClCC(Cl)=[O:17].[CH2:19]([C:21]1([OH:27])[CH2:26][CH2:25][CH2:24][CH2:23][CH2:22]1)[CH3:20].Cl[CH2:29][CH2:30][CH2:31][CH2:32][C:33](Cl)=[O:34]>>[C:3]([O:13][CH2:29][CH2:30][CH2:31][CH2:32][C:33]([O:27][C:21]1([CH2:19][CH3:20])[CH2:26][CH2:25][CH2:24][CH2:23][CH2:22]1)=[O:34])(=[O:17])[C:10]([CH3:11])=[CH2:9]. Reported procedure: Synthetic experiment was conducted in the same manner as in Monomer Synthesis Example 1 except that 2-ethyl-2-adamantanol and chloroacetyl chloride were changed to 1-ethyl-1-cyclohexanol and 5-chlorovaleryl chloride respectively, and the above described methacrylic derivative was obtained. Starting materials: C(CCC)[Li] (n-butyl lithium), [Cl-].[NH4+] (ammonium chloride), BrC1=CC(=C(C=C1)OCOC)F (4-bromo-2-fluoro-1-methoxymethoxybenzene), CSC (dimethyl sulfide). Run in O1CCCC1 (tetrahydrofuran), O (water). Run at temperature 0 celsius, time 1 hour. Product: FC1=C(C=CC(=C1)SC)OCOC (2-fluoro-1-methoxymethoxy-4-methylsulfanyl benzene). RXN SMILES: Br[C:2]1[CH:7]=[CH:6][C:5]([O:8][CH2:9][O:10][CH3:11])=[C:4]([F:12])[CH:3]=1.C([Li])CCC.[CH3:18][S:19]C.[Cl-].[NH4+]>O1CCCC1.O>[F:12][C:4]1[CH:3]=[C:2]([S:19][CH3:18])[CH:7]=[CH:6][C:5]=1[O:8][CH2:9][O:10][CH3:11] |f:3.4|. Reported procedure: 5 g of 4-bromo-2-fluoro-1-methoxymethoxybenzene was dissolved in 50 mL anhydrous tetrahydrofuran, and 13.4 mL n-butyl lithium (1.59 M hexane solution) was added dropwise thereto at −70° C. After the mixture was stirred for 1 hour, 2.1 ml dimethyl sulfide was added dropwise thereto and stirred at −70° C. for 1 hour, and after the temperature of the reaction solution was raised to 0° C., the solution was stirred for 1 hour. An aqueous saturated ammonium chloride solution was added thereto, the mix... Starting materials: C(Br)C1CO1 (epibromohydrin), N1C(CCC1)=O.[K] (potassium pyrrolidone), COCCOC (ethyleneglycol dimethylether). Reaction conditions: temperature 25 celsius, time 48 hour. The product is O1C2C(N(CC21)CCC)=O (EPOXYPROPYL PYRROLIDONE). As a reaction SMILES: C(C1OC1)Br.[NH:6]1[CH2:10][CH2:9][CH2:8][C:7]1=O.[K].[CH3:13][O:14][CH2:15][CH2:16][O:17]C>>[O:14]1[CH:13]2[CH:15]1[C:16](=[O:17])[N:6]([CH2:7][CH2:8][CH3:9])[CH2:10]2 |f:1.2,^1:11|. Procedure details: To a 5 liter flask equipped with a stirrer, condenser, thermometer and dropping funnel was charged 604 g. (4.28 moles) epibromohydrin and 2150 ml. of ethyleneglycol dimethylether. To this solution was added, over a half hour period, 263.5 g. (2.14 moles) potassium pyrrolidone. The mixture was stirred 48 hours at 25° C. Potassium bromide was removed by filtration and the product distilled. The fraction boiling at 87° to 100° at 0.07 to 0.1 mm Hg was collected as 201.8 g. of product (67% of Theory... Reactants: CN(C)C=O, O=C(Cl)C(=O)Cl, O=C(O)C=Cc1ccc(OC(F)(F)F)cc1, N, C1CCOC1. Product: NC(=O)C=Cc1ccc(OC(F)(F)F)cc1. As a reaction SMILES: [CH:29]([N:30]([CH3:31])[CH3:32])=[O:33].[Cl:17][C:18]([C:19]([Cl:20])=[O:21])=[O:22].[F:1][C:2]([O:3][c:4]1[cH:5][cH:6][c:7]([CH:10]=[CH:11][C:12](=[O:13])[OH:14])[cH:8][cH:9]1)([F:15])[F:16].[NH3:23].[O:24]1[CH2:25][CH2:26][CH2:27][CH2:28]1>>[F:1][C:2]([O:3][c:4]1[cH:5][cH:6][c:7]([CH:10]=[CH:11][C:12](=[O:13])[NH2:23])[cH:8][cH:9]1)([F:15])[F:16].